Dataset: the Open Reaction Database (ORD), a public repository of structured organic reaction records. Task: describe an organic reaction: reactants, conditions, products, and yield Starting materials: O=C(c1ncc[nH]1)c1ncc[nH]1, CN(C)C=O, CCCC(O)(CN)c1ccc(OC)c(OC)c1, C1CCOC1. Yields the product CCCC1(c2ccc(OC)c(OC)c2)CNC(=O)O1. As a reaction SMILES: [C:23]([c:24]1[nH:25][cH:26][cH:27][n:28]1)([c:29]1[nH:30][cH:31][cH:32][n:33]1)=[O:34].[CH3:18][N:19]([CH:20]=[O:21])[CH3:22].[NH2:1][CH2:2][C:3]([CH2:4][CH2:5][CH3:6])([OH:7])[c:8]1[cH:9][c:10]([O:16][CH3:17])[c:11]([O:14][CH3:15])[cH:12][cH:13]1.[O:35]1[CH2:36][CH2:37][CH2:38][CH2:39]1>>[NH:1]1[CH2:2][C:3]([CH2:4][CH2:5][CH3:6])([c:8]2[cH:9][c:10]([O:16][CH3:17])[c:11]([O:14][CH3:15])[cH:12][cH:13]2)[O:7][C:20]1=[O:21]. Starting materials: CC(=O)[O-], CC(=O)O, O=Cc1ccc(OC(F)(F)F)cc1, C[N+](=O)[O-], [NH4+], O. The product is O=[N+]([O-])C=Cc1ccc(OC(F)(F)F)cc1. RXN SMILES: [CH3:19][C:20](=[O:21])[O-:22].[CH3:23][C:24](=[O:25])[OH:26].[F:1][C:2]([O:3][c:4]1[cH:5][cH:6][c:7]([CH:8]=[O:9])[cH:10][cH:11]1)([F:12])[F:13].[N+:14](=[O:15])([O-:16])[CH3:17].[NH4+:18].[OH2:27]>>[F:1][C:2]([O:3][c:4]1[cH:5][cH:6][c:7]([CH:8]=[CH:17][N+:14](=[O:15])[O-:16])[cH:10][cH:11]1)([F:12])[F:13].